Dataset: the Open Reaction Database (ORD), a public repository of structured organic reaction records. Task: describe an organic reaction: reactants, conditions, products, and yield The reactants are [O-][Mn](=O)(=O)=O.[K+] (KMnO4), CC(=O)C1=C(C=C(C=C1)OC)F (2-fluoro-4-methoxyacetophenone). Yields the product FC1=C(C(=O)O)C=CC(=C1)OC (2-Fluoro-4-methoxybenzoic acid). Reaction SMILES: [O-:1][Mn](=O)(=O)=O.[K+].C[C:8]([C:10]1[CH:15]=[CH:14][C:13]([O:16][CH3:17])=[CH:12][C:11]=1[F:18])=[O:9]>>[F:18][C:11]1[CH:12]=[C:13]([O:16][CH3:17])[CH:14]=[CH:15][C:10]=1[C:8]([OH:9])=[O:1] |f:0.1|. Procedure: 2-Fluoro-4-methoxybenzoic acid was synthesized by KMnO4 oxidation of 2-fluoro-4-methoxyacetophenone (Clarke, H. T.; Taylor, E. R., Org. Synth. Coll. Vol II, 135-136).